This data is from the Open Reaction Database (ORD), a public repository of structured organic reaction records. The task is: describe an organic reaction: reactants, conditions, products, and yield Starting materials: Br.BrC1C(CCN(CC1)CC#CC1=CC=CC=C1)=O (5-bromo-1-(3-phenyl-2-propyn-1-yl)-hexahydro-4H-azepin-4-one hydrobromide), NC(=S)N (thiourea). The solvent is C(C)O (ethanol). Yields the product NC=1SC=2CCN(CCC2N1)CC=CC1=CC=CC=C1 (2-Amino-6-cinnamyl-4,5,7,8-tetrahydro-6H-thiazolo[5,4-d]azepine). Reaction SMILES: Br.Br[CH:3]1[CH2:9][CH2:8][N:7]([CH2:10][C:11]#[C:12][C:13]2[CH:18]=[CH:17][CH:16]=[CH:15][CH:14]=2)[CH2:6][CH2:5][C:4]1=O.[NH2:20][C:21]([NH2:23])=[S:22]>C(O)C>[NH2:23][C:21]1[S:22][C:4]2[CH2:5][CH2:6][N:7]([CH2:10][CH:11]=[CH:12][C:13]3[CH:18]=[CH:17][CH:16]=[CH:15][CH:14]=3)[CH2:8][CH2:9][C:3]=2[N:20]=1 |f:0.1|. Procedure details: Prepared from 5-bromo-1-(3-phenyl-2-propyn-1-yl)-hexahydro-4H-azepin-4-one hydrobromide by reacting with thiourea in ethanol. Yield: 4% of theory, Melting point: 145°-148° C. Reactants: C1(=CC=CC=C1)COC(CC1=C(C(CCC1)=O)O)=O (Phenylmethyl(2-hydroxy-3-oxo-1-cyclohexen-1-yl)acetate), C(C(C)C)=O (isobutyraldehyde), ClC1=CC=C(C=C1)[C@H](C)N ((1S)-1-(4-chlorophenyl)ethanamine), C(C)(=O)[O-].[NH4+] (ammonium acetate). Solvent: C(Cl)(Cl)Cl (chloroform), C(C)(=O)O (Acetic acid). Product: ClC1=CC=C(C=C1)[C@H](C)N1C(=NC2=C1C(CCC2)CC(=O)OCC2=CC=CC=C2)C(C)C (Phenylmethyl [1-[(1S)-1-(4-chlorophenyl)ethyl]-2-(1-methylethyl)-4,5,6,7-tetrahydro-1H-benzimidazol-7-yl]acetate). Reaction SMILES: C([O-])(=O)C.[NH4+:5].[C:6]1([CH2:12][O:13][C:14](=[O:24])[CH2:15][C:16]2[CH2:21][CH2:20][CH2:19][C:18](=O)[C:17]=2O)[CH:11]=[CH:10][CH:9]=[CH:8][CH:7]=1.[CH:25](=O)[CH:26]([CH3:28])[CH3:27].[Cl:30][C:31]1[CH:36]=[CH:35][C:34]([C@@H:37]([NH2:39])[CH3:38])=[CH:33][CH:32]=1>C(Cl)(Cl)Cl.C(O)(=O)C>[Cl:30][C:31]1[CH:36]=[CH:35][C:34]([C@@H:37]([N:39]2[C:17]3[CH:16]([CH2:15][C:14]([O:13][CH2:12][C:6]4[CH:11]=[CH:10][CH:9]=[CH:8][CH:7]=4)=[O:24])[CH2:21][CH2:20][CH2:19][C:18]=3[N:5]=[C:25]2[CH:26]([CH3:28])[CH3:27])[CH3:38])=[CH:33][CH:32]=1 |f:0.1|. Reported procedure: Acetic acid (0.572 mL) and ammonium acetate (154 mg) were mixed, to this were added Intermediate 65 (521 mg), isobutyraldehyde (0.196 mL) and (1S)-1-(4-chlorophenyl)ethanamine (0.362 mL) in chloroform (1.5 mL) and heated to reflux overnight. The mixture was reduced in vacuo and purified by column chromatography (0-100% ethyl acetate in cyclohexane). The appropriate fractions were concentrated in vacuo to yield 171 mg of the title compound. LC/MS MH+ 452, Rt 3.50 mins (5 min system, High ph). Reactants: NC1=NC=CC(=C1C#N)C (2-amino-3-cyano-4-methylpyridine), IN1C(CCC1=O)=O (N-iodosuccinimide). Solvent: CN(C=O)C (N,N-dimethylformamide). The product is NC1=NC=C(C(=C1C#N)C)I (2-amino-3-cyano-5-iodo-4-methylpyridine). Reaction SMILES: [NH2:1][C:2]1[C:7]([C:8]#[N:9])=[C:6]([CH3:10])[CH:5]=[CH:4][N:3]=1.[I:11]N1C(=O)CCC1=O>CN(C)C=O>[NH2:1][C:2]1[C:7]([C:8]#[N:9])=[C:6]([CH3:10])[C:5]([I:11])=[CH:4][N:3]=1. Procedure: This compound is prepared in a manner analogous to that of Step C of Example 4, using 8.3 grams (0.063 mole) of 2-amino-3-cyano-4-methylpyridine (prepared as in Step B of Example 4) and 14.2 grams (0.063 mole) of N-iodosuccinimide in 250 mL of N,N-dimethylformamide, yielding 2-amino-3-cyano-5-iodo-4-methylpyridine.